From a dataset of the Open Reaction Database (ORD), a public repository of structured organic reaction records. describe an organic reaction: reactants, conditions, products, and yield Starting materials: FC(OC1=CC=C(C2=C1OC1(CCSCC1)O2)C(=O)OC)F (Methyl 7-Difluoromethoxy-2′,3′,5′,6′-tetrahydro-spiro[1,3-benzodioxole-2,4′-(4H)-thiopyran]-4-carboxylate), ester, S(O)(O)(=O)=O (sulfuric acid). Solvent: CO (Methanol), C1CCOC1 (THF), [OH-].[Li+] (Lithium hydroxide). Product: FC(OC1=CC=C(C2=C1OC1(CCSCC1)O2)C(=O)O)F (7-Difluoromethoxy-2′,3′,5′,6′-tetrahydro-spiro[1,3-benzodioxole-2,4′-(4H)-thiopyran]-4-carboxylic acid). RXN SMILES: [F:1][CH:2]([F:22])[O:3][C:4]1[C:9]2[O:10][C:11]3([O:17][C:8]=2[C:7]([C:18]([O:20]C)=[O:19])=[CH:6][CH:5]=1)[CH2:16][CH2:15][S:14][CH2:13][CH2:12]3.S(=O)(=O)(O)O>CO.C1COCC1.[OH-].[Li+]>[F:22][CH:2]([F:1])[O:3][C:4]1[C:9]2[O:10][C:11]3([O:17][C:8]=2[C:7]([C:18]([OH:20])=[O:19])=[CH:6][CH:5]=1)[CH2:16][CH2:15][S:14][CH2:13][CH2:12]3 |f:4.5|. Procedure details: Methyl 7-Difluoromethoxy-2′,3′,5′,6′-tetrahydro-spiro[1,3-benzodioxole-2,4′-(4H)-thiopyran]-4-carboxylate(437 mg) was dissolved in a mixture of Methanol(5 mL) and THF(5 mL) and 1M aqueous Lithium hydroxide(3.9 mL) was added. The ester was cleaved after 1 hour at 50° C. The solution was cooled to room temperature and acidified with 2N sulfuric acid (1.95 mL) and the product was extracted into EtOAc. 7-Difluoromethoxy-2′,3′,5′,6′-tetrahydro-spiro[1,3-benzodioxole-2,4′-(4H)-thiopyran]-4-carboxylic ... The reactants are C(C1=CC=CC=C1)OC1=C(C=CC=C1)C=CC=CC1=C(C=CC=C1)Cl (1-(2-benzyloxyphenyl)-4-(2-chlorophenyl)butadiene). Run in O1CCCC1 (tetrahydrofuran), C(C)O (ethanol). Product: C(C1=CC=CC=C1)OC1=C(C=CC=C1)CCCCC1=C(C=CC=C1)Cl (1-(2-benzyloxyphenyl)-4-(2-chlorophenyl)butane). Isolated yield 62.4%. RXN SMILES: [CH2:1]([O:8][C:9]1[CH:14]=[CH:13][CH:12]=[CH:11][C:10]=1[CH:15]=[CH:16][CH:17]=[CH:18][C:19]1[CH:24]=[CH:23][CH:22]=[CH:21][C:20]=1[Cl:25])[C:2]1[CH:7]=[CH:6][CH:5]=[CH:4][CH:3]=1>O1CCCC1.C(O)C>[CH2:1]([O:8][C:9]1[CH:14]=[CH:13][CH:12]=[CH:11][C:10]=1[CH2:15][CH2:16][CH2:17][CH2:18][C:19]1[CH:24]=[CH:23][CH:22]=[CH:21][C:20]=1[Cl:25])[C:2]1[CH:3]=[CH:4][CH:5]=[CH:6][CH:7]=1. Procedure details: Following a procedure similar to that described in the latter part of Preparation 3, 4.53 g of this 1-(2-benzyloxyphenyl)-4-(2-chlorophenyl)butadiene were dissolved in a 4:1 by volume mixture of tetrahydrofuran and ethanol and were hydrogenated, whilst ice-cooling. The reaction mixture was then worked up as described in the latter part of Preparation 3, to give 2.86 g (yield 62%) of 1-(2-benzyloxyphenyl)-4-(2-chlorophenyl)butane. The reactants are CC=1NC(=C(CC1C(=O)OCC)C(=O)OCC)C (diethyl 1,4-dihydro-2,6-dimethyl-3,5-pyridinedicarboxylate), N1[C@H](C(=O)O)CCC1 (Proline), CS(=O)(=O)C1=CC=C(C=O)C=C1 (4-(methylsulfonyl)benzaldehyde), CC1(OC(=O)CC(=O)O1)C (Meldrum's acid). Solvent: CCO (EtOH). Reaction conditions: time 1 hour. The product is CS(=O)(=O)C1=CC=C(CC2C(OC(OC2=O)(C)C)=O)C=C1 (5-(4-Methylsulfonylbenzyl)-2,2-dimethyl-1,3-dioxane-4,6-dione). Reaction SMILES: N1CCC[C@H]1C(O)=O.[CH3:9][S:10]([C:13]1[CH:20]=[CH:19][C:16]([CH:17]=O)=[CH:15][CH:14]=1)(=[O:12])=[O:11].[CH3:21][C:22]1([CH3:30])[O:29][C:27](=[O:28])[CH2:26][C:24](=[O:25])[O:23]1.CC1NC(C)=C(C(OCC)=O)CC=1C(OCC)=O>CCO>[CH3:9][S:10]([C:13]1[CH:20]=[CH:19][C:16]([CH2:17][CH:26]2[C:27](=[O:28])[O:29][C:22]([CH3:30])([CH3:21])[O:23][C:24]2=[O:25])=[CH:15][CH:14]=1)(=[O:12])=[O:11]. Procedure: Proline (0.126 g, 1.086 mmol) was added to a solution of 4-(methylsulfonyl)benzaldehyde (1.00 g, 5.43 mmol) and Meldrum's acid (1.38 g, 5.43 mmol) in EtOH (10 mL). The mixture was stirred at room temperature for 1 hour and then diethyl 1,4-dihydro-2,6-dimethyl-3,5-pyridinedicarboxylate (1.38 g, 5.43 mmol) was added. Stirring was continued for 3 hours and then EtOH was removed under reduced pressure. The residue was diluted with i-PrOH and filtered to provide the title compound as a white solid. Starting materials: ClC1=CC=C(C=N1)OC1CCN(CC1)C(=O)OC(C)(C)C (tert-butyl 4-((6-chloropyridin-3-yl)oxy)piperidine-1-carboxylate), N1(N=CN=C1)C=1C=C2C=CNC2=CC1 (5-(1H-1,2,4-triazol-1-yl)-1H-indole), N1(N=CN=C1)C=1C=C2C=CNC2=CC1 (5-(1H-1,2,4-triazol-1-yl)-1H-indole). Product: N1(N=CN=C1)C=1C=C2C=CN(C2=CC1)C1=CC=C(C=N1)OC1CCN(CC1)C(=O)OC(C)(C)C (tert-Butyl 4-((6-(5-(1H-1,2,4-triazol-1-yl)-1H-indol-1-yl)pyridin-3-yl) oxy)piperidine-1-carboxylate). Reaction SMILES: Cl[C:2]1[N:7]=[CH:6][C:5]([O:8][CH:9]2[CH2:14][CH2:13][N:12]([C:15]([O:17][C:18]([CH3:21])([CH3:20])[CH3:19])=[O:16])[CH2:11][CH2:10]2)=[CH:4][CH:3]=1.[N:22]1([C:27]2[CH:28]=[C:29]3[C:33](=[CH:34][CH:35]=2)[NH:32][CH:31]=[CH:30]3)[CH:26]=[N:25][CH:24]=[N:23]1>>[N:22]1([C:27]2[CH:28]=[C:29]3[C:33](=[CH:34][CH:35]=2)[N:32]([C:2]2[N:7]=[CH:6][C:5]([O:8][CH:9]4[CH2:14][CH2:13][N:12]([C:15]([O:17][C:18]([CH3:21])([CH3:20])[CH3:19])=[O:16])[CH2:11][CH2:10]4)=[CH:4][CH:3]=2)[CH:31]=[CH:30]3)[CH:26]=[N:25][CH:24]=[N:23]1. Procedure: The title compound was prepared by following the similar procedure as described in Example-1 using tert-butyl 4-((6-chloropyridin-3-yl)oxy)piperidine-1-carboxylate (intermediate-6) and 5-(1H-1,2,4-triazol-1-yl)-1H-indole (intermediate 58) (0.440 g, 29%). The reactants are C(C1=CC=CC=C1)C1=NC(=CC(=N1)COC1OCCCC1)C1=CC=C(C=C1)C (2-Benzyl-4-(tetrahydro-pyran-2-yloxymethyl)-6-p-tolyl-pyrimidine), CC=1C=CC(=CC1)S(=O)(=O)O.O (p-TsOH.H2O). Solvent: CO (MeOH). Reaction conditions: time 18 hour. Product: C(C1=CC=CC=C1)C1=NC(=CC(=N1)CO)C1=CC=C(C=C1)C ((2-Benzyl-6-p-tolyl-pyrimidin-4-yl)-methanol). Yield: 98.7%. RXN SMILES: [CH2:1]([C:8]1[N:13]=[C:12]([CH2:14][O:15]C2CCCCO2)[CH:11]=[C:10]([C:22]2[CH:27]=[CH:26][C:25]([CH3:28])=[CH:24][CH:23]=2)[N:9]=1)[C:2]1[CH:7]=[CH:6][CH:5]=[CH:4][CH:3]=1.CC1C=CC(S(O)(=O)=O)=CC=1.O>CO>[CH2:1]([C:8]1[N:13]=[C:12]([CH2:14][OH:15])[CH:11]=[C:10]([C:22]2[CH:23]=[CH:24][C:25]([CH3:28])=[CH:26][CH:27]=2)[N:9]=1)[C:2]1[CH:3]=[CH:4][CH:5]=[CH:6][CH:7]=1 |f:1.2|. Reported procedure: To a solution of the product from Step A (2.0 g, 5.3 g) in MeOH (30 mL) was added p-TsOH.H2O. After 18 h, the reaction was diluted with satd. aq. NaHCO3 and extracted with EtOAc (2×). The combined organic layers were dried and concentrated to give the 1.53 g (99%) of the title compound. MS (ESI): exact mass calcd. for C19H18N2O, 290.14; m/z found, 291.4 [M+H]+. 1H NMR (CDCl3): 8.00-7.98 (m, 2H), 7.45-7.43 (m, 3H), 7.32-7.28 (m, 4H), 7.23-7.20 (m, 1H), 4.74 (d, J=4.8, 2H), 4.33 (s, 2H), 3.62 (t, ... Starting materials: saturated solution, C(=O)(O)[O-].[Na+] (NaHCO3), OS(=O)(=O)O (H2SO4), NC[C@@H](C(=O)O)NC(=O)OCC1=CC=CC=C1 ((2S)-3-amino-2-benzyloxycarbonylaminopropionic acid), N#N (N2), CC(C)=C (isobutylene), CC(C)=C (isobutylene). The solvent is C(C)OCC (diethyl ether), O1CCOCC1 (dioxane). Yields the product NC[C@@H](C(=O)OC(C)(C)C)NC(=O)OCC1=CC=CC=C1 (tert-Butyl (2S)-3-amino-2-benzyloxycarbonylaminopropionate). The yield is 78.0%. As a reaction SMILES: [NH2:1][CH2:2][C@H:3]([NH:7][C:8]([O:10][CH2:11][C:12]1[CH:17]=[CH:16][CH:15]=[CH:14][CH:13]=1)=[O:9])[C:4]([OH:6])=[O:5].N#N.[CH3:20][C:21](=[CH2:23])[CH3:22].OS(O)(=O)=O.C([O-])(O)=O.[Na+]>C(OCC)C.O1CCOCC1>[NH2:1][CH2:2][C@H:3]([NH:7][C:8]([O:10][CH2:11][C:12]1[CH:17]=[CH:16][CH:15]=[CH:14][CH:13]=1)=[O:9])[C:4]([O:6][C:21]([CH3:23])([CH3:22])[CH3:20])=[O:5] |f:4.5|. Reported procedure: 10 g (42 mmol) of (2S)-3-amino-2-benzyloxycarbonylaminopropionic acid are shaken in an autoclave for 3 days, at an N2 pressure of 20 atm., in a mixture consisting of 100 ml of dioxane, 100 ml of isobutylene and 8 ml of conc. H2SO4. Excess isobutylene is blown off and 150 ml of diethyl ether and 150 ml of a saturated solution of NaHCO3 are added to the remaining solution. The phases are separated and the aqueous phase is extracted twice with 100 ml of diethyl ether on each occasion. The combined ... The reactants are BrC=1C=C(C(=O)O)C=C(C1)Br (3,5-dibromobenzoic acid), [N+](=[N-])=C (diazomethane). The solvent is CCOCC (ether), CCOCC (ether). Conditions: time 20 minute. The product is BrC=1C=C(C(=O)OC)C=C(C1)Br (Methyl 3,5-dibromobenzoate). Reaction SMILES: [Br:1][C:2]1[CH:3]=[C:4]([CH:8]=[C:9]([Br:11])[CH:10]=1)[C:5]([OH:7])=[O:6].[N+](=[CH2:14])=[N-]>CCOCC>[Br:1][C:2]1[CH:3]=[C:4]([CH:8]=[C:9]([Br:11])[CH:10]=1)[C:5]([O:7][CH3:14])=[O:6]. Procedure details: To a solution of 3,5-dibromobenzoic acid (1 eq.) in ether was added dropwise a solution of diazomethane in ether until gas evolution had ceased. The reaction was stirred for 20 min and concentrated in vacuo to afford the title compound. Reactants: C(C)(C)(C)OC(=O)N[C@@H](CC=1C=C(C=CC1)C(CCC(=O)OC(C)(C)C)=C)C(N1CCCCC1)=O (tert-Butyl (S)-4-(3-(2-((tert-butoxycarbonyl)amino)-3-oxo-3-(piperidin-1-yl)propyl)phenyl)pent-4-enoate), C(C)(=O)O (acetic acid), C1=CC=CC=2C3=CC=CC=C3C(C12)COC(=O)ON1C(CCC1=O)=O (N-(9-fluorenylmethoxycarbonyloxy)-succinimide). The solvent is O (water), O1CCOCC1 (1,4-dioxane). Run at time 1 hour. Yields the product C1=CC=CC=2C3=CC=CC=C3C(C12)COC(=O)N[C@@H](CC=1C=C(C=CC1)C(CCC(=O)O)=C)C(N1CCCCC1)=O ((S)-4-(3-(2-((((9H-fluoren-9-yl)methoxy) carbonyl)amino)-3-oxo-3-(piperidin-1-yl)propyl)phenyl)pent-4-enoic acid). As a reaction SMILES: C(OC([NH:8][C@H:9]([C:28](=[O:35])[N:29]1[CH2:34][CH2:33][CH2:32][CH2:31][CH2:30]1)[CH2:10][C:11]1[CH:12]=[C:13]([C:17](=[CH2:27])[CH2:18][CH2:19][C:20]([O:22]C(C)(C)C)=[O:21])[CH:14]=[CH:15][CH:16]=1)=O)(C)(C)C.C(O)(=O)C.[CH:40]1[C:52]2[CH:51]([CH2:53][O:54][C:55]([O:57]N3C(=O)CCC3=O)=O)[C:50]3[C:45](=[CH:46][CH:47]=[CH:48][CH:49]=3)[C:44]=2[CH:43]=[CH:42][CH:41]=1>O.O1CCOCC1>[CH:45]1[C:50]2[CH:51]([CH2:53][O:54][C:55]([NH:8][C@H:9]([C:28](=[O:35])[N:29]3[CH2:34][CH2:33][CH2:32][CH2:31][CH2:30]3)[CH2:10][C:11]3[CH:12]=[C:13]([C:17](=[CH2:27])[CH2:18][CH2:19][C:20]([OH:22])=[O:21])[CH:14]=[CH:15][CH:16]=3)=[O:57])[C:52]3[C:44](=[CH:43][CH:42]=[CH:41][CH:40]=3)[C:49]=2[CH:48]=[CH:47][CH:46]=1. Procedure: tert-Butyl (S)-4-(3-(2-((tert-butoxycarbonyl)amino)-3-oxo-3-(piperidin-1-yl)propyl)phenyl)pent-4-enoate (Compound SP420) (0.50 g, 1.03 mmol) was suspended in acetic acid (7.0 ml, 122.28 mmol) and water (7.0 ml), and the suspension was stirred with heating at reflux for 8 hours. The same reaction was additionally carried out four times. The reaction solutions were combined and concentrated under reduced pressure, and the resulting residue was suspended in a 10% aqueous sodium carbonate solution (... Starting materials: C([O-])([O-])=O.[Cs+].[Cs+] (Cesium carbonate), BrC1=C2C(=CNC2=CC=C1)C=O (4-bromo-1H-indole-3-carboxaldehyde), IC(C)C (2-iodopropane). Run in CN(C)C=O (DMF). Conditions: time 10 minute. Yields the product BrC1=C2C(=CN(C2=CC=C1)C(C)C)C=O (4-bromo-1-(propan-2-yl)-1H-indole-3-carboxaldehyde). The yield is 73.6%. RXN SMILES: C(=O)([O-])[O-].[Cs+].[Cs+].[Br:7][C:8]1[CH:16]=[CH:15][CH:14]=[C:13]2[C:9]=1[C:10]([CH:17]=[O:18])=[CH:11][NH:12]2.I[CH:20]([CH3:22])[CH3:21]>CN(C=O)C>[Br:7][C:8]1[CH:16]=[CH:15][CH:14]=[C:13]2[C:9]=1[C:10]([CH:17]=[O:18])=[CH:11][N:12]2[CH:20]([CH3:22])[CH3:21] |f:0.1.2|. Reported procedure: Cesium carbonate (873 mg, 12.68 mmol) was added to a solution of 4-bromo-1H-indole-3-carboxaldehyde (200 mg, 0.893 mmol) in DMF (2.0 mL) and the mixture was stirred at room temperature for 10 minutes. Then 2-iodopropane (0.179 ml, 1.785 mmol) was added and the solution was stirred for 80° C. for 2 hours. The solution was cooled to room temperature and then partitioned between ethyl acetate and water and extracted twice with ethyl acetate. The organic layers were washed twice with water and brine...